From a dataset of the Open Reaction Database (ORD), a public repository of structured organic reaction records. describe an organic reaction: reactants, conditions, products, and yield Starting materials: CC(C)(C)OC(=O)NCC(Cl)CSc1ccc([N+](=O)[O-])cc1, O=C(OO)c1cccc(Cl)c1, ClCCl. Product: CC(C)(C)OC(=O)NCC(Cl)CS(=O)c1ccc([N+](=O)[O-])cc1. RXN SMILES: [C:1](=[O:2])([O:3][C:4]([CH3:5])([CH3:6])[CH3:7])[NH:8][CH2:9][CH:10]([CH2:11][S:12][c:13]1[cH:14][cH:15][c:16]([N+:19](=[O:20])[O-:21])[cH:17][cH:18]1)[Cl:22].[Cl:23][c:24]1[cH:25][cH:26][cH:27][c:28]([C:29]([O:30][OH:32])=[O:31])[cH:33]1.[Cl:34][CH2:35][Cl:36]>>[C:1](=[O:2])([O:3][C:4]([CH3:5])([CH3:6])[CH3:7])[NH:8][CH2:9][CH:10]([CH2:11][S:12]([c:13]1[cH:14][cH:15][c:16]([N+:19](=[O:20])[O-:21])[cH:17][cH:18]1)=[O:31])[Cl:22]. The reactants are ClC=1C2=C(N=CN1)OC(=C2C2=CC=CC=C2)C2=CC=C(C=C2)OCCN2CCCC2 (4-chloro-5-phenyl-6-(4-(2-(pyrrolidin-1-yl)ethoxy)phenyl)furo[2,3-d]pyrimidine), C(C)N1CCN(CC1)CCN (2-(4-ethylpiperazin-1-yl)ethanamine), CCN(C(C)C)C(C)C (DIEA). Run in C(Cl)Cl (CH2Cl2), CC#N (CH3CN). Yields the product C(C)N1CCN(CC1)CCNC=1C2=C(N=CN1)OC(=C2C2=CC=CC=C2)C2=CC=C(C=C2)OCCN2CCCC2 (N-(2-(4-ethylpiperazin-1-yl)ethyl)-5-phenyl-6-(4-(2-(pyrrolidin-1-yl)ethoxy)phenyl)furo[2,3-d]pyrimidin-4-amine). As a reaction SMILES: Cl[C:2]1[C:3]2[C:10]([C:11]3[CH:16]=[CH:15][CH:14]=[CH:13][CH:12]=3)=[C:9]([C:17]3[CH:22]=[CH:21][C:20]([O:23][CH2:24][CH2:25][N:26]4[CH2:30][CH2:29][CH2:28][CH2:27]4)=[CH:19][CH:18]=3)[O:8][C:4]=2[N:5]=[CH:6][N:7]=1.[CH2:31]([N:33]1[CH2:38][CH2:37][N:36]([CH2:39][CH2:40][NH2:41])[CH2:35][CH2:34]1)[CH3:32].CCN(C(C)C)C(C)C>C(Cl)Cl.CC#N>[CH2:31]([N:33]1[CH2:38][CH2:37][N:36]([CH2:39][CH2:40][NH:41][C:2]2[C:3]3[C:10]([C:11]4[CH:16]=[CH:15][CH:14]=[CH:13][CH:12]=4)=[C:9]([C:17]4[CH:22]=[CH:21][C:20]([O:23][CH2:24][CH2:25][N:26]5[CH2:30][CH2:29][CH2:28][CH2:27]5)=[CH:19][CH:18]=4)[O:8][C:4]=3[N:5]=[CH:6][N:7]=2)[CH2:35][CH2:34]1)[CH3:32]. Procedure details: A solution of 27 (60 mg, 0.143 mmol), 2-(4-ethylpiperazin-1-yl)ethanamine (57 mg, 0.362 mmol), and DIEA (0.062 mL, 0.357 mmol) in CH2Cl2 (1 mL) and CH3CN (1 mL) was heated at 70° C. over night, then concentrated. Preparative TLC (SiO2, 20% MeOH in CH2Cl2) afforded the title compound 28. MS for C32H40N6O2: found 541 (M+H+), 539 (M−H+).